Task: describe an organic reaction: reactants, conditions, products, and yield. Dataset: the Open Reaction Database (ORD), a public repository of structured organic reaction records The reactants are N1C=C(C2=CC=CC=C12)CC(=O)N ((indol-3-yl)acetamide), COC(C(=O)C1=CN2CC(CC3=CC=CC1=C23)(C)C)=O ((5,5-dimethyl-5,6-dihydro-4H-pyrrolo[3,2,1-ij]quinolin-1-yl)oxo-acetic acid methyl ester). The product is CC1(CN2C3=C(C=CC=C3C1)C(=C2)C=2C(NC(C2C2=CNC1=CC=CC=C21)=O)=O)C (3-(5,5-dimethyl-5,6-dihydro-4H-pyrrolo[3,2,1-ij]quinolin-1-yl)-4-(1H-indol-3-yl)pyrrole-2,5-dione). As a reaction SMILES: [NH:1]1[C:9]2[C:4](=[CH:5][CH:6]=[CH:7][CH:8]=2)[C:3]([CH2:10][C:11]([NH2:13])=[O:12])=[CH:2]1.CO[C:16](=[O:33])[C:17]([C:19]1[C:29]2=[C:30]3[C:25](=[CH:26][CH:27]=[CH:28]2)[CH2:24][C:23]([CH3:32])([CH3:31])[CH2:22][N:21]3[CH:20]=1)=O>>[CH3:32][C:23]1([CH3:31])[CH2:24][C:25]2[C:30]3=[C:29]([C:19]([C:17]4[C:16](=[O:33])[NH:13][C:11](=[O:12])[C:10]=4[C:3]4[C:4]5[C:9](=[CH:8][CH:7]=[CH:6][CH:5]=5)[NH:1][CH:2]=4)=[CH:20][N:21]3[CH2:22]1)[CH:28]=[CH:27][CH:26]=2. Procedure: Beginning with (indol-3-yl)acetamide and (5,5-dimethyl-5,6-dihydro-4H-pyrrolo[3,2,1-ij]quinolin-1-yl)oxo-acetic acid methyl ester, the title compound was prepared essentially as described in Example 1. Starting materials: N#CCc1ccc(F)cc1Cl, O=[N+]([O-])O, O=S(=O)(O)O. Product: N#CCc1cc([N+](=O)[O-])c(F)cc1Cl. As a reaction SMILES: [Cl:1][c:2]1[c:3]([CH2:4][C:5]#[N:6])[cH:7][cH:8][c:9]([F:11])[cH:10]1.[OH:12][N+:13]([O-:14])=[O:15].[S:16](=[O:17])(=[O:18])([OH:19])[OH:20]>>[Cl:1][c:2]1[c:3]([CH2:4][C:5]#[N:6])[cH:7][c:8]([N+:13](=[O:12])[O-:14])[c:9]([F:11])[cH:10]1. Reactants: [Cl-], C[Si](C)(C)CCOCN(COCC[Si](C)(C)C)c1cc(Cl)nc2ccnn12, [H-], [NH4+], [Na+], CN(C)C=O, COC(=O)Cc1ccc(O)cc1. Yields the product COC(=O)Cc1ccc(Oc2cc(N(COCC[Si](C)(C)C)COCC[Si](C)(C)C)n3nccc3n2)cc1. RXN SMILES: [Cl-:42].[Cl:15][c:16]1[n:17][c:18]2[n:19]([c:20]([N:22]([CH2:23][O:24][CH2:25][CH2:26][Si:27]([CH3:28])([CH3:29])[CH3:30])[CH2:31][O:32][CH2:33][CH2:34][Si:35]([CH3:36])([CH3:37])[CH3:38])[cH:21]1)[n:39][cH:40][cH:41]2.[H-:14].[NH4+:43].[Na+:13].[O:44]=[CH:45][N:46]([CH3:47])[CH3:48].[OH:1][c:2]1[cH:3][cH:4][c:5]([CH2:8][C:9](=[O:10])[O:11][CH3:12])[cH:6][cH:7]1>>[O:1]([c:2]1[cH:3][cH:4][c:5]([CH2:8][C:9](=[O:10])[O:11][CH3:12])[cH:6][cH:7]1)[c:16]1[n:17][c:18]2[n:19]([c:20]([N:22]([CH2:23][O:24][CH2:25][CH2:26][Si:27]([CH3:28])([CH3:29])[CH3:30])[CH2:31][O:32][CH2:33][CH2:34][Si:35]([CH3:36])([CH3:37])[CH3:38])[cH:21]1)[n:39][cH:40][cH:41]2. Reactants: COCCO[AlH2-]OCCOC, Cc1ccccc1, O=C(O)c1ccc2c(c1)OC(F)(F)O2, [Na+], [Na+], [OH-]. Yields the product OCc1ccc2c(c1)OC(F)(F)O2. Reaction SMILES: [CH3:16][O:17][CH2:18][CH2:19][O:20][AlH2-:21][O:22][CH2:23][CH2:24][O:25][CH3:26].[CH3:29][c:30]1[cH:31][cH:32][cH:33][cH:34][cH:35]1.[F:1][C:2]1([F:14])[O:3][c:4]2[c:5]([cH:7][cH:8][c:9]([C:11](=[O:12])[OH:13])[cH:10]2)[O:6]1.[Na+:15].[Na+:28].[OH-:27]>>[F:1][C:2]1([F:14])[O:3][c:4]2[c:5]([cH:7][cH:8][c:9]([CH2:11][OH:12])[cH:10]2)[O:6]1.